This data is from the Open Reaction Database (ORD), a public repository of structured organic reaction records. The task is: describe an organic reaction: reactants, conditions, products, and yield Starting materials: C(C)(C)(C)C=1C=C(C=CC1)[C@@H](C)N[C@H]1CSC[C@H]([C@@H]1O)CC1=CC(=C(C(=C1)O[C@@H](C(F)(F)F)COC)[N+](=O)[O-])F ((3R,4S,5S)-3-[(R)-1-(3-tert-butyl-phenyl)-ethylamino]-5-[3-fluoro-4-nitro-5-((R)-2,2,2-trifluoro-1-methoxymethyl-ethoxy)-benzyl]-tetrahydro-thiopyran-4-ol), OO (H2O2). Run in C1CCOC1 (THF), CC(=O)O (AcOH), CCOC(=O)C (EtOAc). Conditions: temperature 25 celsius, time 18 hour. The product is C(C)(C)(C)C=1C=C(C=CC1)[C@@H](C)N[C@H]1CS(C[C@H]([C@@H]1O)CC1=CC(=C(C(=C1)O[C@@H](C(F)(F)F)COC)[N+](=O)[O-])F)=O ((3R,4S,5S)-3-[(R)-1-(3-tert-butyl-phenyl)-ethylamino]-5-[3-fluoro-4-nitro-5-((R)-2,2,2-trifluoro-1-methoxymethyl-ethoxy)-benzyl]-1-oxo-hexahydro-1lambda*4*-thiopyran-4-ol). RXN SMILES: [C:1]([C:5]1[CH:6]=[C:7]([C@H:11]([NH:13][C@@H:14]2[C@@H:19]([OH:20])[C@H:18]([CH2:21][C:22]3[CH:27]=[C:26]([O:28][C@H:29]([CH2:34][O:35][CH3:36])[C:30]([F:33])([F:32])[F:31])[C:25]([N+:37]([O-:39])=[O:38])=[C:24]([F:40])[CH:23]=3)[CH2:17][S:16][CH2:15]2)[CH3:12])[CH:8]=[CH:9][CH:10]=1)([CH3:4])([CH3:3])[CH3:2].[OH:41]O>C1COCC1.CC(O)=O.CCOC(C)=O>[C:1]([C:5]1[CH:6]=[C:7]([C@H:11]([NH:13][C@@H:14]2[C@@H:19]([OH:20])[C@H:18]([CH2:21][C:22]3[CH:27]=[C:26]([O:28][C@H:29]([CH2:34][O:35][CH3:36])[C:30]([F:32])([F:31])[F:33])[C:25]([N+:37]([O-:39])=[O:38])=[C:24]([F:40])[CH:23]=3)[CH2:17][S:16](=[O:41])[CH2:15]2)[CH3:12])[CH:8]=[CH:9][CH:10]=1)([CH3:2])([CH3:3])[CH3:4]. Procedure details: A solution of (3R,4S,5S)-3-[(R)-1-(3-tert-butyl-phenyl)-ethylamino]-5-[3-fluoro-4-nitro-5-((R)-2,2,2-trifluoro-1-methoxymethyl-ethoxy)-benzyl]-tetrahydro-thiopyran-4-ol (0.249 g, 0.423 mmol) in THF (2 mL) and AcOH (1 mL) was treated with 0.22 mL 30% H2O2 and stirred for 18 h at 25° C. The mixture was diluted with EtOAc and washed with aq. Na2S2O3, and brine. The organic layer was dried over Na2SO4 and evaporated to give (3R,4S,5S)-3-[(R)-1-(3-tert-butyl-phenyl)-ethylamino]-5-[3-fluoro-4-nitro-5-... Starting materials: [F-].[K+] (KF), BrC1=CC=C(C=O)C=C1 (4-Bromobenzaldehyde), ClC1=CC=C(C=C1)B(O)O (4-chlorophenylboronic acid), Pd(dba)2 Ph5FcP(t-Bu)2. Solvent: C1CCOC1 (THF). Product: ClC1=CC=C(C=C1)C1=CC=C(C=O)C=C1 (4-(4-chlorophenyl)benzaldehyde). The yield is 99.5%. As a reaction SMILES: Br[C:2]1[CH:9]=[CH:8][C:5]([CH:6]=[O:7])=[CH:4][CH:3]=1.[Cl:10][C:11]1[CH:16]=[CH:15][C:14](B(O)O)=[CH:13][CH:12]=1.[F-].[K+]>C1COCC1>[Cl:10][C:11]1[CH:16]=[CH:15][C:14]([C:2]2[CH:9]=[CH:8][C:5]([CH:6]=[O:7])=[CH:4][CH:3]=2)=[CH:13][CH:12]=1 |f:2.3|. Procedure: 4-Bromobenzaldehyde (95 mg, 0.51 mmol) reacted with 4-chlorophenylboronic acid (101 mg, 0.65 mmol) using 0.5/1.0 mol % of Pd(dba)2/Ph5FcP(t-Bu)2 and KF (87 mg, 1.55 mmol) in THF solvent at room temperature to give the title compound (110 mg, 99%) as a white solid: 1H-NMR (400 MHz, CDCl3): δ 10.07 (s, 1H, —CHO), 7.96 (d, 2H, J=7.04 Hz), 7.73 (d, 2H, J=7.04 Hz), 7.58 (d, 2H, J=7.16 Hz), 7.46 (d, 2H, J=7.27 Hz). 13C{1H}-NMR (100 MHz, CDCl3): δ 191.80, 145.84, 138.10, 135.35, 134.70, 130.34, 129.20,... The reactants are Cc1ccc(Nc2cc(-c3ccccc3)ccc2C(=O)OC(C)(C)C)cc1, O=C(O)C(F)(F)F. Product: Cc1ccc(Nc2cc(-c3ccccc3)ccc2C(=O)O)cc1. Reaction SMILES: [CH3:1][c:2]1[cH:3][cH:4][c:5]([NH:6][c:7]2[c:8]([C:9](=[O:10])[O:11][C:12]([CH3:13])([CH3:14])[CH3:15])[cH:16][cH:17][c:18](-[c:20]3[cH:21][cH:22][cH:23][cH:24][cH:25]3)[cH:19]2)[cH:26][cH:27]1.[OH:28][C:29]([C:30]([F:31])([F:32])[F:33])=[O:34]>>[CH3:1][c:2]1[cH:3][cH:4][c:5]([NH:6][c:7]2[c:8]([C:9](=[O:10])[OH:11])[cH:16][cH:17][c:18](-[c:20]3[cH:21][cH:22][cH:23][cH:24][cH:25]3)[cH:19]2)[cH:26][cH:27]1. Starting materials: Brc1cc(Br)c2c(c1)CCO2, [Li]CCCC, C1CCOC1, CN(C)C=O, [Cl-], [NH4+]. Product: O=Cc1cc(Br)cc2c1OCC2. RXN SMILES: [Br:1][c:2]1[cH:3][c:4]([Br:11])[c:5]2[c:6]([cH:10]1)[CH2:7][CH2:8][O:9]2.[CH2:12]([Li:13])[CH2:14][CH2:15][CH3:16].[CH2:24]1[O:25][CH2:26][CH2:27][CH2:28]1.[CH3:17][N:18]([CH:19]=[O:20])[CH3:21].[Cl-:22].[NH4+:23]>>[Br:1][c:2]1[cH:3][c:4]([CH:19]=[O:20])[c:5]2[c:6]([cH:10]1)[CH2:7][CH2:8][O:9]2.